This data is from the Open Reaction Database (ORD), a public repository of structured organic reaction records. The task is: describe an organic reaction: reactants, conditions, products, and yield Reactants: CC(C)(C)C1=NN=C(S1)N (5-(1,1-dimethylethyl)-1,3,4-thiadiazol-2-amine), IC1=C(C(=O)O)C=CC=C1 (2-Iodobenzoic acid), C(CCl)Cl (EDC), C=1C=CC2=C(C1)N=NN2O (HOBt). Solvent: C(C)(=O)OCC (ethyl acetate), CN(C)C=O (DMF), C(Cl)Cl (DCM). Reaction conditions: time 1 hour. Product: CC(C)(C)C1=NN=C(S1)NC(C1=C(C=CC=C1)I)=O (N-[5-(1,1-dimethylethyl)-1,3,4-thiadiazol-2-yl]-2-iodobenzamide). The yield is 96.8%. RXN SMILES: [I:1][C:2]1[CH:10]=[CH:9][CH:8]=[CH:7][C:3]=1[C:4]([OH:6])=O.C(Cl)CCl.C1C=CC2N(O)N=NC=2C=1.[CH3:25][C:26]([C:29]1[S:33][C:32]([NH2:34])=[N:31][N:30]=1)([CH3:28])[CH3:27]>CN(C=O)C.C(OCC)(=O)C.C(Cl)Cl>[CH3:25][C:26]([C:29]1[S:33][C:32]([NH:34][C:4](=[O:6])[C:3]2[CH:7]=[CH:8][CH:9]=[CH:10][C:2]=2[I:1])=[N:31][N:30]=1)([CH3:28])[CH3:27]. Procedure: 2-Iodobenzoic acid (2 mmol), EDC (2 mmol), and HOBt (4 mmol) were added to 6 ml DCM and stirred at rt for 1 hour. 5-(1,1-dimethylethyl)-1,3,4-thiadiazol-2-amine (2 mmol) was added as a solution in 4 ml DMF. The reaction was stirred at rt for 1 hour and then diluted with ethyl acetate. The solution was washed with 1N HCl, sat. sodium bicarbonate, and brine. The organic layer was dried over sodium sulfate and then evaporated to give N-[5-(1,1-dimethylethyl)-1,3,4-thiadiazol-2-yl]-2-iodobenzamide (... Reactants: ClC(=O)OCC1C2=CC=CC=C2C=2C=CC=CC12 (9-Fluorenylmethyl chloroformate), NCCCCC1=CC=C(C(=O)OC(C)(C)C)C=C1 (tert-butyl 4-(4-aminobutyl)benzoate). Solvent: C1CCOC1 (THF), C(=O)(O)[O-].[Na+] (NaHCO3), CCOC(=O)C (EtOAc), O (H2O). Conditions: time 1 hour. The product is C1=CC=CC=2C3=CC=CC=C3C(C12)COC(=O)C(CCCC1=CC=C(C(=O)OC(C)(C)C)C=C1)N (tert-butyl 4-(4-(9-fluorenylmethoxycarbonyl)-aminobutyl)benzoate). The yield is 68.6%. Reaction SMILES: Cl[C:2]([O:4][CH2:5][CH:6]1[C:18]2[CH:17]=[CH:16][CH:15]=[CH:14][C:13]=2[C:12]2[C:7]1=[CH:8][CH:9]=[CH:10][CH:11]=2)=[O:3].[NH2:19][CH2:20][CH2:21][CH2:22][CH2:23][C:24]1[CH:36]=[CH:35][C:27]([C:28]([O:30][C:31]([CH3:34])([CH3:33])[CH3:32])=[O:29])=[CH:26][CH:25]=1>C1COCC1.C([O-])(O)=O.[Na+].CCOC(C)=O.O>[CH:17]1[C:18]2[CH:6]([CH2:5][O:4][C:2]([CH:20]([NH2:19])[CH2:21][CH2:22][CH2:23][C:24]3[CH:36]=[CH:35][C:27]([C:28]([O:30][C:31]([CH3:32])([CH3:33])[CH3:34])=[O:29])=[CH:26][CH:25]=3)=[O:3])[C:7]3[C:12](=[CH:11][CH:10]=[CH:9][CH:8]=3)[C:13]=2[CH:14]=[CH:15][CH:16]=1 |f:3.4|. Reported procedure: 9-Fluorenylmethyl chloroformate (6.9 g) was added to biphasic mixture of tert-butyl 4-(4-aminobutyl)benzoate (5.7 g) in THF (100 mL) and saturated aqueous NaHCO3 (50 mL). The resulting mixture was stirred at r.t. for 1 h and then diluted with EtOAc and H2O. The organic layer was separated and washed with brine, dried over MgSO4, filtered and concentrated. The crude material was purified by flash chromatography to give 7.4 g of tert-butyl 4-(4-(9-fluorenylmethoxycarbonyl)-aminobutyl)benzoate. Reactants: BrCc1ccccc1, [H-], [Na+], CN(C)C=O, O, OCCc1ccc2sccc2c1. The product is c1ccc(COCCc2ccc3sccc3c2)cc1. As a reaction SMILES: [Br:15][CH2:16][c:17]1[cH:18][cH:19][cH:20][cH:21][cH:22]1.[H-:2].[Na+:1].[O:24]=[CH:25][N:26]([CH3:27])[CH3:28].[OH2:23].[OH:3][CH2:4][CH2:5][c:6]1[cH:7][c:8]2[c:9]([s:10][cH:11][cH:12]2)[cH:13][cH:14]1>>[O:3]([CH2:4][CH2:5][c:6]1[cH:7][c:8]2[c:9]([s:10][cH:11][cH:12]2)[cH:13][cH:14]1)[CH2:16][c:17]1[cH:18][cH:19][cH:20][cH:21][cH:22]1. Reactants: CO, CCOC(=O)c1ccccc1CN1CCOc2cc(NC(=O)c3nc(Cl)c(CC)[nH]3)ccc21, [Li+], C1CCOC1, [OH-]. The product is CCc1[nH]c(C(=O)Nc2ccc3c(c2)OCCN3Cc2ccccc2C(=O)O)nc1Cl. As a reaction SMILES: [CH3:36][OH:37].[Cl:1][c:2]1[n:3][c:4]([C:9](=[O:10])[NH:11][c:12]2[cH:13][c:14]3[c:15]([cH:32][cH:33]2)[N:16]([CH2:20][c:21]2[c:22]([C:23](=[O:24])[O:25][CH2:26][CH3:27])[cH:28][cH:29][cH:30][cH:31]2)[CH2:17][CH2:18][O:19]3)[nH:5][c:6]1[CH2:7][CH3:8].[Li+:34].[O:38]1[CH2:39][CH2:40][CH2:41][CH2:42]1.[OH-:35]>>[Cl:1][c:2]1[n:3][c:4]([C:9](=[O:10])[NH:11][c:12]2[cH:13][c:14]3[c:15]([cH:32][cH:33]2)[N:16]([CH2:20][c:21]2[c:22]([C:23](=[O:24])[OH:25])[cH:28][cH:29][cH:30][cH:31]2)[CH2:17][CH2:18][O:19]3)[nH:5][c:6]1[CH2:7][CH3:8]. Starting materials: C(C)(=O)NC=1C=CC(=C(C(=O)NC2=C3C=CNC3=CC=C2)C1)O (5-acetylamino-2-hydroxy-N-(1H-indol-4-yl)-benzamide), C([O-])([O-])=O.[K+].[K+] (potassium carbonate), C(Br)C1CO1 (epibromohydrin), C(Br)C1CO1 (epibromohydrin). Solvent: CC(=O)C (acetone). The product is C(C)(=O)NC=1C=CC(=C(C(=O)NC2=C3C=CNC3=CC=C2)C1)OCC1OC1 (5-acetylamino-2-[(2-oxiranyl)-methoxy]-N-(1H-indol-4-yl)-benzamide). Reaction SMILES: [C:1]([NH:4][C:5]1[CH:6]=[CH:7][C:8]([OH:23])=[C:9]([CH:22]=1)[C:10]([NH:12][C:13]1[CH:21]=[CH:20][CH:19]=[C:18]2[C:14]=1[CH:15]=[CH:16][NH:17]2)=[O:11])(=[O:3])[CH3:2].C(=O)([O-])[O-].[K+].[K+].[CH2:30]([CH:32]1[O:34][CH2:33]1)Br>CC(C)=O>[C:1]([NH:4][C:5]1[CH:6]=[CH:7][C:8]([O:23][CH2:30][CH:32]2[CH2:33][O:34]2)=[C:9]([CH:22]=1)[C:10]([NH:12][C:13]1[CH:21]=[CH:20][CH:19]=[C:18]2[C:14]=1[CH:15]=[CH:16][NH:17]2)=[O:11])(=[O:3])[CH3:2] |f:1.2.3|. Procedure: A mixture of 3.5 g of the product of Step C, 150 ml of acetone, 1.5 g of potassium carbonate and 9 ml of epibromohydrin was refluxed for 2 hours and after the addition of another 9 ml of epibromohydrin, the mixture was refluxed for 20 hours and was filtered. The filtrate was washed with acetone and evaporated to dryness under reduced pressure at 50° C. The residue was taken up in ether and was filtered. The product was dried at 80° C. to obtain 3.4 g of 5-acetylamino-2-[(2-oxiranyl)-methoxy]-N-(... Reactants: ClC1=C(CN2N=CC3=CC(=CC=C23)C=C2C(N=C(S2)SCC)=O)C=CC(=C1)C(C)(C)O (5-{1-[2-Chloro-4-(1-hydroxy-1-methyl-ethyl)-benzyl]-1H-indazol-5-ylmethylene}-2-ethylsulfanyl-thiazol-4-one), C(C)(C)(C)OC(=O)N1[C@H](CNCC1)CO (2-(R)-Hydroxymethyl-piperazine-1-carboxylic acid tert-butyl ester). The product is C(C)(C)(C)OC(=O)N1[C@H](CN(CC1)C=1SC(C(N1)=O)=CC=1C=C2C=NN(C2=CC1)CC1=C(C=C(C=C1)C(C)(C)O)Cl)CO (4-(5-{1-[2-Chloro-4-(1-hydroxy-1-methyl-ethyl)-benzyl]-1H-indazol-5-ylmethylene}-4-oxo-4,5-dihydro-thiazol-2-yl)-2-(R)-hydroxymethyl-piperazine-1-carboxylic acid tert-butyl ester). As a reaction SMILES: [Cl:1][C:2]1[CH:27]=[C:26]([C:28]([OH:31])([CH3:30])[CH3:29])[CH:25]=[CH:24][C:3]=1[CH2:4][N:5]1[C:13]2[C:8](=[CH:9][C:10]([CH:14]=[C:15]3[S:19][C:18](SCC)=[N:17][C:16]3=[O:23])=[CH:11][CH:12]=2)[CH:7]=[N:6]1.[C:32]([O:36][C:37]([N:39]1[CH2:44][CH2:43][NH:42][CH2:41][C@@H:40]1[CH2:45][OH:46])=[O:38])([CH3:35])([CH3:34])[CH3:33]>>[C:32]([O:36][C:37]([N:39]1[CH2:44][CH2:43][N:42]([C:18]2[S:19][C:15](=[CH:14][C:10]3[CH:9]=[C:8]4[C:13](=[CH:12][CH:11]=3)[N:5]([CH2:4][C:3]3[CH:24]=[CH:25][C:26]([C:28]([OH:31])([CH3:29])[CH3:30])=[CH:27][C:2]=3[Cl:1])[N:6]=[CH:7]4)[C:16](=[O:23])[N:17]=2)[CH2:41][C@@H:40]1[CH2:45][OH:46])=[O:38])([CH3:35])([CH3:34])[CH3:33]. Procedure: 4-(5-{1-[2-Chloro-4-(1-hydroxy-1-methyl-ethyl)-benzyl]-1H-indazol-5-ylmethylene}-4-oxo-4,5-dihydro-thiazol-2-yl)-2-(R)-hydroxymethyl-piperazine-1-carboxylic acid tert-butyl ester was prepared from 5-{1-[2-Chloro-4-(1-hydroxy-1-methyl-ethyl)-benzyl]-1H-indazol-5-ylmethylene}-2-ethylsulfanyl-thiazol-4-one and 2-(R)-Hydroxymethyl-piperazine-1-carboxylic acid tert-butyl ester following General Procedure C. RXN SMILES: [Cl:32][CH2:33][Cl:34].[ClH:31].[O:25]1[CH2:26][CH2:27][CH2:28][O:29][O:30]1.[s:1]1[c:2]2[c:3]([cH:4][cH:5]1)[c:6]([O:10][CH2:11][CH2:12][c:13]1[n:14][c:15](-[c:19]3[cH:20][cH:21][cH:22][cH:23][cH:24]3)[o:16][c:17]1[CH3:18])[cH:7][cH:8][cH:9]2>>[s:1]1[c:2]2[c:3]([cH:4][cH:5]1)[c:6]([O:10][CH2:11][CH2:12][c:13]1[n:14][c:15](-[c:19]3[cH:20][cH:21][cH:22][cH:23][cH:24]3)[o:16][c:17]1[CH3:18])[cH:7][cH:8][c:9]2[CH2:28][Cl:31]. Yields the product Cc1oc(-c2ccccc2)nc1CCOc1ccc(CCl)c2sccc12. Reactants: ClCCl, Cl, C1COOOC1, Cc1oc(-c2ccccc2)nc1CCOc1cccc2sccc12. Starting materials: [Br-], c1ccc(COc2ccccc2C[P+](c2ccccc2)(c2ccccc2)c2ccccc2)cc1, C1CCOC1, COC(=O)CCCCC(C=O)Cc1ccc(C(=O)OC)cc1, COC(=O)c1ccc(CCl)cc1, [Li]CCCC, CC(C)(C)OC(=O)C1CCCCC1=O, O. Product: COC(=O)CCCCC(C=Cc1ccccc1OCc1ccccc1)Cc1ccc(C(=O)OC)cc1. Reaction SMILES: [Br-:1].[CH2:2]([c:3]1[cH:4][cH:5][cH:6][cH:7][cH:8]1)[O:9][c:10]1[c:11]([CH2:12][P+:13]([c:14]2[cH:15][cH:16][cH:17][cH:18][cH:19]2)([c:20]2[cH:21][cH:22][cH:23][cH:24][cH:25]2)[c:26]2[cH:27][cH:28][cH:29][cH:30][cH:31]2)[cH:32][cH:33][cH:34][cH:35]1.[CH2:89]1[O:90][CH2:91][CH2:92][CH2:93]1.[CH:41](=[O:42])[CH:43]([CH2:44][CH2:45][CH2:46][CH2:47][C:48](=[O:49])[O:50][CH3:51])[CH2:52][c:53]1[cH:54][cH:55][c:56]([C:59](=[O:60])[O:61][CH3:62])[cH:57][cH:58]1.[Cl:77][CH2:78][c:79]1[cH:80][cH:81][c:82]([C:83]([O:84][CH3:85])=[O:86])[cH:87][cH:88]1.[Li:36][CH2:37][CH2:38][CH2:39][CH3:40].[O:63]=[C:64]1[CH2:65][CH2:66][CH2:67][CH2:68][CH:69]1[C:70]([O:71][C:72]([CH3:73])([CH3:74])[CH3:75])=[O:76].[OH2:94]>>[CH2:2]([c:3]1[cH:4][cH:5][cH:6][cH:7][cH:8]1)[O:9][c:10]1[c:11]([CH:12]=[CH:41][CH:43]([CH2:44][CH2:45][CH2:46][CH2:47][C:48](=[O:49])[O:50][CH3:51])[CH2:52][c:53]2[cH:54][cH:55][c:56]([C:59](=[O:60])[O:61][CH3:62])[cH:57][cH:58]2)[cH:32][cH:33][cH:34][cH:35]1. The reactants are 2S, FC=1C=C(C=CC1)C1(CCN(CC1)C(C(C(C)(C)C)N)=O)CCN1[C@H]2CC(C[C@@H]1CC2)N2C(=NC1=C2C=CC=C1)C (1-(4-(3-fluorophenyl)-4-{2-[(1R,5S)-3-(2-methyl-1H-benzimidazol-1-yl)-8-azabicyclo[3.2.1]oct-8-yl]ethyl}-1-piperidinyl)-3,3-dimethyl-1-oxo-2-butanamine), ClC(C(=O)Cl)Cl (Dichloro-acetyl chloride), CCN(C(C)C)C(C)C (DIEA). Yields the product ClC(C(=O)N[C@@H](C(C)(C)C)C(=O)N1CCC(CC1)(CCN1[C@H]2CC(C[C@@H]1CC2)N2C(=NC1=C2C=CC=C1)C)C1=CC(=CC=C1)F)Cl (2,2-dichloro-N-{(1S)-1-[(4-(3-fluorophenyl)-4-{2-[(1R,5S)-3-(2-methyl-1H-benzimidazol-1-yl)-8-azabicyclo[3.2.1]oct-8-yl]ethyl}-1-piperidinyl) carbonyl]-2,2-dimethylpropyl}acetamide). Isolated yield 59.6%. Reaction SMILES: [F:1][C:2]1[CH:3]=[C:4]([C:8]2([CH2:22][CH2:23][N:24]3[C@H:29]4[CH2:30][CH2:31][C@@H:25]3[CH2:26][CH:27]([N:32]3[C:36]5[CH:37]=[CH:38][CH:39]=[CH:40][C:35]=5[N:34]=[C:33]3[CH3:41])[CH2:28]4)[CH2:13][CH2:12][N:11]([C:14](=[O:21])[CH:15]([NH2:20])[C:16]([CH3:19])([CH3:18])[CH3:17])[CH2:10][CH2:9]2)[CH:5]=[CH:6][CH:7]=1.[Cl:42][CH:43]([Cl:47])[C:44](Cl)=[O:45].CCN(C(C)C)C(C)C>>[Cl:42][CH:43]([Cl:47])[C:44]([NH:20][C@H:15]([C:14]([N:11]1[CH2:12][CH2:13][C:8]([C:4]2[CH:5]=[CH:6][CH:7]=[C:2]([F:1])[CH:3]=2)([CH2:22][CH2:23][N:24]2[C@H:29]3[CH2:30][CH2:31][C@@H:25]2[CH2:26][CH:27]([N:32]2[C:36]4[CH:37]=[CH:38][CH:39]=[CH:40][C:35]=4[N:34]=[C:33]2[CH3:41])[CH2:28]3)[CH2:9][CH2:10]1)=[O:21])[C:16]([CH3:19])([CH3:18])[CH3:17])=[O:45]. Procedure: 2,2-dichloro-N-{(1S)-1-[(4-(3-fluorophenyl-4-{2-[(1R,5S)-3-(2-methyl-1H-benzimidazol-1-yl)-8-azabicyclo[3.2.1]oct-8-yl]ethyl}-1-piperidinyl)carbonyl]-2,2-dimethylpropyl}acetamide was obtained from treating 1,1-dimethylethyl {(1S)-1-[(4-(3-fluorophenyl)-4-{2-[(1R,5S)-3-(2-methyl-1H-benzimidazol-1-yl)-8-azabicyclo[3.2.1]oct-8-yl]ethyl}-1-piperidinyl)carbonyl]-2,2-dimethylpropyl}carbamate, example 915, (0.591 g, 0.90 mmol) with HCl as outlined in the procedure for Example 890 to form (2S)-1-(4-(3-f...